Dataset: the Open Reaction Database (ORD), a public repository of structured organic reaction records. Task: describe an organic reaction: reactants, conditions, products, and yield Starting materials: CN(C)C=NC(C1=CC=C(C=C1)C)=O (N-[(dimethylamino)methylene]-4-methylbenzamide), Cl.NO (hydroxylamine hydrochloride), [OH-].[Na+] (NaOH), O1CCOCC1 (dioxane). The solvent is C(C)(=O)O (acetic acid). Conditions: temperature 90 celsius, time 1.5 hour. Yields the product CC1=CC=C(C=C1)C1=NC=NO1 (5-(4-methylphenyl)-1,2,4-oxadiazole). RXN SMILES: Cl.NO.[OH-].[Na+].O1CCOCC1.C[N:13]([CH:15]=[N:16][C:17](=[O:25])[C:18]1[CH:23]=[CH:22][C:21]([CH3:24])=[CH:20][CH:19]=1)C>C(O)(=O)C>[CH3:24][C:21]1[CH:22]=[CH:23][C:18]([C:17]2[O:25][N:13]=[CH:15][N:16]=2)=[CH:19][CH:20]=1 |f:0.1,2.3|. Procedure: To a solution of 3.54 g (0.0510 mol) of hydroxylamine hydrochloride in a mixture of 10.2 mL (0.0510 mol) of 5 N NaOH, dioxane (50 mL), and 70% aq. acetic acid (100 mL), is added 6.79 g (0.0424) of N-[(dimethylamino)methylene]-4-methylbenzamide (prepared as described in J. Chem. Soc. Perkin. Trans. 1 1989, 589). The mixture is stirred at 90° C. for 1.5 h and the product is isolated from the cooled reaction mixture. MS 161 (M+H)+.